The task is: describe an organic reaction: reactants, conditions, products, and yield. This data is from the Open Reaction Database (ORD), a public repository of structured organic reaction records. Reactants: ( c ), S(=O)([O-])[O-].[Na+].[Na+] (sodium sulfite), 13.7, O (water), O (water), product ( b ), C1(\C=C/C(=O)O1)=O (maleic anhydride), final solution. Yields the product S(=O)(=O)(O)C(C(=O)O)C(C(=O)O)S(=O)(=O)O (di-sulfosuccinic acid). Reaction SMILES: [C:1]1(=[O:7])[O:6][C:4](=[O:5])[CH:3]=[CH:2]1.[S:8]([O-:11])([O-:10])=[O:9].[Na+].[Na+].[OH2:14]>>[S:8]([CH:2]([CH:3]([S:8]([OH:11])(=[O:10])=[O:9])[C:4]([OH:14])=[O:5])[C:1]([OH:6])=[O:7])([OH:11])(=[O:10])=[O:9] |f:1.2.3|. Reported procedure: Under the conditions specified under (c) 50 parts of oxethylation product (b) are esterified with 10.6 parts of maleic anhydride, whereupon a solution of 13.7 parts of sodium sulfite (anhydrous) in 112 parts of water is added at 70° to 80° C. When the mixture has become clear, it is stirred for a further hour at the same temperature. The amount of water added can vary between 50 and 85% by weight of the final solution.